describe an organic reaction: reactants, conditions, products, and yield From a dataset of the Open Reaction Database (ORD), a public repository of structured organic reaction records. Reactants: CC(C)=CCCC(C)=CC=CC(C)=CCP1(=O)OCCO1, CC(C)=CCCC(C)=CC=CC(C)=CCP(=O)(O)O, CC(C)=CCCC(C)=CC=CC(C)=CC=CC(C)=CC=CC=C(C)C=CC=C(C)C=CC=C(C)CCC=C(C)C, O=[PH]1OCCO1, O=[PH]([O-])[O-]. Product: CC(=C=CP1(=O)OCCO1)C=CC=C(C)CCC=C(C)C. RXN SMILES: [CH3:1][C:2](=[CH:3][CH2:4][P:5]1(=[O:10])[O:6][CH2:7][CH2:8][O:9]1)[CH:11]=[CH:12][CH:13]=[C:14]([CH2:15][CH2:16][CH:17]=[C:18]([CH3:19])[CH3:20])[CH3:21].[CH3:22][C:23]([CH:24]=[CH:25][CH:26]=[C:27]([CH3:28])[CH2:29][CH2:30][CH:31]=[C:32]([CH3:33])[CH3:34])=[CH:35][CH2:36][P:37](=[O:38])([OH:39])[OH:40].[CH3:41][C:42](=[CH:43][CH2:44][CH2:45][C:46](=[CH:47][CH:48]=[CH:49][C:50](=[CH:51][CH:52]=[CH:53][C:54](=[CH:55][CH:56]=[CH:57][CH:58]=[C:59]([CH:60]=[CH:61][CH:62]=[C:63]([CH:64]=[CH:65][CH:66]=[C:67]([CH2:68][CH2:69][CH:70]=[C:71]([CH3:72])[CH3:73])[CH3:74])[CH3:75])[CH3:76])[CH3:77])[CH3:78])[CH3:79])[CH3:80].[O:81]1[CH2:82][CH2:83][O:84][PH:85]1=[O:86].[PH:87](=[O:88])([O-:89])[O-:90]>>[CH3:1][C:2](=[C:3]=[CH:4][P:5]1(=[O:10])[O:6][CH2:7][CH2:8][O:9]1)[CH:11]=[CH:12][CH:13]=[C:14]([CH2:15][CH2:16][CH:17]=[C:18]([CH3:19])[CH3:20])[CH3:21]. Starting materials: C[SiH](C)OC(CN(CC(O[SiH](C)C)C(C)(C)C)c1ccc(NC(=O)OC(C)(C)C)cc1)C(C)(C)C, C=CCBr, [H-], [Na+], CN(C)C=O, O. Yields the product C=CCN(C(=O)OC(C)(C)C)c1ccc(N(CC(O[SiH](C)C)C(C)(C)C)CC(O[SiH](C)C)C(C)(C)C)cc1. RXN SMILES: [C:3]([CH3:4])([CH3:5])([CH3:6])[CH:7]([CH2:8][N:9]([c:10]1[cH:11][cH:12][c:13]([NH:14][C:15](=[O:16])[O:17][C:18]([CH3:19])([CH3:20])[CH3:21])[cH:22][cH:23]1)[CH2:24][CH:25]([C:26]([CH3:27])([CH3:28])[CH3:29])[O:30][SiH:31]([CH3:32])[CH3:33])[O:34][SiH:35]([CH3:36])[CH3:37].[CH2:38]([CH:39]=[CH2:40])[Br:41].[H-:1].[Na+:2].[O:43]=[CH:44][N:45]([CH3:46])[CH3:47].[OH2:42]>>[C:3]([CH3:4])([CH3:5])([CH3:6])[CH:7]([CH2:8][N:9]([c:10]1[cH:11][cH:12][c:13]([N:14]([C:15](=[O:16])[O:17][C:18]([CH3:19])([CH3:20])[CH3:21])[CH2:40][CH:39]=[CH2:38])[cH:22][cH:23]1)[CH2:24][CH:25]([C:26]([CH3:27])([CH3:28])[CH3:29])[O:30][SiH:31]([CH3:32])[CH3:33])[O:34][SiH:35]([CH3:36])[CH3:37]. The reactants are BrC1=CC=C(C2=CC=CC=C12)S(=O)(=O)[O-].[K+] (Potassium 4-bromo-naphthalene-1-sulfonate), [N+](=O)(O)[O-] (nitric acid). Solvent: C(C)OCC (Diethyl ether). Conditions: temperature -15 celsius, time 1.5 hour. The product is BrC1=CC=C(C2=C(C=CC=C12)[N+](=O)[O-])S(=O)(=O)O (4-Bromo-8-nitro-naphthalene-1-sulfonic acid). Reaction SMILES: [Br:1][C:2]1[C:11]2[C:6](=[CH:7][CH:8]=[CH:9][CH:10]=2)[C:5]([S:12]([O-:15])(=[O:14])=[O:13])=[CH:4][CH:3]=1.[K+].[N+:17]([O-])([OH:19])=[O:18]>C(OCC)C>[Br:1][C:2]1[C:11]2[C:6](=[C:7]([N+:17]([O-:19])=[O:18])[CH:8]=[CH:9][CH:10]=2)[C:5]([S:12]([OH:15])(=[O:13])=[O:14])=[CH:4][CH:3]=1 |f:0.1|. Procedure: Potassium 4-bromo-naphthalene-1-sulfonate (1.38 g, 4.24 mmol) was added portionwise over 20 minutes to 90% nitric acid (2 mL), which was cooled in a methanol/ice bath to approximately -15° C. After 1.5 hours, the mixture was placed in a refrigerator for 20 hours. Diethyl ether (20 mL) was added and the precipitated solid was filtered, washed with ether (100 mL) and isopropanol (20 mL), and dried under a stream of nitrogen to give the title compound as an approximately 4:1 mixture of the 5- and 8... Reactants: solid, BrC1=CC(=CC=2C(=C3N(C12)CCNC3=O)C)C#N (6-bromo-10-methyl-1-oxo-1,2,3,4-tetrahydro-pyrazino[1,2-a]indole-8-carbonitrile), BrC1=CC(=CC=2C(=C3N(C12)CCNC3=O)C)C#N (6-bromo-10-methyl-1-oxo-1,2,3,4-tetrahydro-pyrazino[1,2-a]indole-8-carbonitrile), N1=CN=CC(=C1)B(O)O (pyrimidin-5-ylboronic acid). The product is CC1=C2N(C=3C(=CC(=CC13)C#N)C=1C=NC=NC1)CCNC2=O (10-Methyl-1-oxo-6-pyrimidin-5-yl-3,4-dihydro-2H-pyrazino[1,2-a]indole-8-carbonitrile). Reaction SMILES: Br[C:2]1[C:10]2[N:9]3[CH2:11][CH2:12][NH:13][C:14](=[O:15])[C:8]3=[C:7]([CH3:16])[C:6]=2[CH:5]=[C:4]([C:17]#[N:18])[CH:3]=1.[N:19]1[CH:24]=[C:23](B(O)O)[CH:22]=[N:21][CH:20]=1>>[CH3:16][C:7]1[C:6]2[CH:5]=[C:4]([C:17]#[N:18])[CH:3]=[C:2]([C:23]3[CH:24]=[N:19][CH:20]=[N:21][CH:22]=3)[C:10]=2[N:9]2[CH2:11][CH2:12][NH:13][C:14](=[O:15])[C:8]=12. Procedure: The title compound, off-white solid (25 mg, 33%), MS (ISN) m/z=302.4 [(M−H)+], mp 325° C., was prepared in accordance with the general method of example 1 from 6-bromo-10-methyl-1-oxo-1,2,3,4-tetrahydro-pyrazino[1,2-a]indole-8-carbonitrile (intermediate 16) (76 mg, 0.25 mmol) and commercially available pyrimidin-5-ylboronic acid (40.3 mg, 0.325 mmol). Starting materials: N(=NC(=O)OCC)C(=O)OCC (diethyl azodicarboxylate), OCCC1=CC=C(C#N)C=C1 (4-(2-hydroxy-ethyl)-benzonitrile), C1(C=2C(C(N1)=O)=CC=CC2)=O (phthalimide), C1(=CC=CC=C1)P(C1=CC=CC=C1)C1=CC=CC=C1 (triphenylphosphine), ice water. Run in CN(C=O)C (dimethyl formamide). Reaction conditions: time 8 hour. The product is O=C1N(C(C2=CC=CC=C12)=O)CCC1=CC=C(C#N)C=C1 (4-[2-(1,3-Dioxo-1,3-dihydro-isoindol-2-yl)-ethyl]-benzonitrile). The yield is 92.9%. RXN SMILES: O[CH2:2][CH2:3][C:4]1[CH:11]=[CH:10][C:7]([C:8]#[N:9])=[CH:6][CH:5]=1.[C:12]1(=[O:22])[NH:16][C:15](=[O:17])[C:14]2=[CH:18][CH:19]=[CH:20][CH:21]=[C:13]12.C1(P(C2C=CC=CC=2)C2C=CC=CC=2)C=CC=CC=1.N(C(OCC)=O)=NC(OCC)=O>CN(C)C=O>[O:17]=[C:15]1[C:14]2[C:13](=[CH:21][CH:20]=[CH:19][CH:18]=2)[C:12](=[O:22])[N:16]1[CH2:2][CH2:3][C:4]1[CH:11]=[CH:10][C:7]([C:8]#[N:9])=[CH:6][CH:5]=1. Procedure details: Under argon, a solution of 4-(2-hydroxy-ethyl)-benzonitrile [Helv. Chim. Acta 64 (1981) 1688-1703] (4.49 g, 30.5 mmol), phthalimide (4.94 g, 33.55 mmol), triphenylphosphine (8.8 g, 33.55 mmol) and dimethyl formamide (100 mL) was stirred at 0° C. for 20 minutes, then diethyl azodicarboxylate (7.59 mL, 48.8 mmol) was added dropwise at 0° C. The so obtained reaction mixture was stirred at room temperature overnight, then poured into ice-water (740 mL). The precipitated product was filtered off, was... Reactants: CN(C(=O)OCC1=CC=CC=C1)CCC=1OC(=C(N1)C1=CC=CC=C1)C1=CC=C(C=C1)S(=O)(=O)N (4-[2-[2-(N-methyl-N-phenylmethoxycarbonylamino)ethyl]-4-phenyloxazol-5-yl]benzenesulfonamide), 4-[2-[2-(N-methyl-N-phenyl-methoxycarbonylamino)ethyl]-5-phenyloxazol-4-yl]benzenesulfonamide, C(C)(=O)O (acetic acid). The reagents and catalysts are [Pd] (Pd on carbon). The solvent is CO (MeOH). Reaction conditions: time 3 hour. The product is CNCCC=1OC(=C(N1)C1=CC=CC=C1)C1=CC=C(C=C1)S(=O)(=O)N (4-[2-[2-(N-methylamino)ethyl]-4-phenyloxazol-5-yl]benzenesulfonamide). Reaction SMILES: [CH3:1][N:2]([CH2:13][CH2:14][C:15]1[O:16][C:17]([C:26]2[CH:31]=[CH:30][C:29]([S:32]([NH2:35])(=[O:34])=[O:33])=[CH:28][CH:27]=2)=[C:18]([C:20]2[CH:25]=[CH:24][CH:23]=[CH:22][CH:21]=2)[N:19]=1)C(OCC1C=CC=CC=1)=O.C(O)(=O)C>CO.[Pd]>[CH3:1][NH:2][CH2:13][CH2:14][C:15]1[O:16][C:17]([C:26]2[CH:27]=[CH:28][C:29]([S:32]([NH2:35])(=[O:33])=[O:34])=[CH:30][CH:31]=2)=[C:18]([C:20]2[CH:21]=[CH:22][CH:23]=[CH:24][CH:25]=2)[N:19]=1. Procedure details: A solution of 4-[2-[2-(N-methyl-N-phenylmethoxycarbonylamino)ethyl]-4-phenyloxazol-5-yl]benzenesulfonamide and 4-[2-[2-(N-methyl-N-phenyl-methoxycarbonylamino)ethyl]-5-phenyloxazol-4-yl]benzenesulfonamide (0.7 g, 1.4 mmol) from Step 3, in MeOH (15 mL) containing acetic acid (0.1 mL) was treated with 10% Pd on carbon (0.4 g) and stirred under an atmosphere of hydrogen at 50 psi at room temperature for 3 h. The catalyst was removed by filtration, the filtrate was concentrated under reduced pressur... Starting materials: [Li]CCCC, CCCC[Sn](Cl)(CCCC)CCCC, CCCCCC, C1CCOC1, c1coc(C2OCCO2)c1, O. Yields the product CCCC[Sn](CCCC)(CCCC)c1ccc(C2OCCO2)o1. Reaction SMILES: [CH2:16]([Li:17])[CH2:18][CH2:19][CH3:20].[CH2:21]([CH2:22][CH2:23][CH3:24])[Sn:25]([CH2:26][CH2:27][CH2:28][CH3:29])([CH2:30][CH2:31][CH2:32][CH3:33])[Cl:34].[CH3:36][CH2:37][CH2:38][CH2:39][CH2:40][CH3:41].[O:1]1[CH2:2][CH2:3][CH2:4][CH2:5]1.[O:6]1[CH:7]([c:11]2[o:12][cH:13][cH:14][cH:15]2)[O:8][CH2:9][CH2:10]1.[OH2:35]>>[O:6]1[CH:7]([c:11]2[o:12][c:13]([Sn:25]([CH2:21][CH2:22][CH2:23][CH3:24])([CH2:26][CH2:27][CH2:28][CH3:29])[CH2:30][CH2:31][CH2:32][CH3:33])[cH:14][cH:15]2)[O:8][CH2:9][CH2:10]1. Reactants: COc1ccc(-c2c(C(=O)c3ccccc3)c(CBr)nc3cc(OC)c(OC)cc23)cc1OC, CCNCC, ClCCl. Product: CCN(CC)Cc1nc2cc(OC)c(OC)cc2c(-c2ccc(OC)c(OC)c2)c1C(=O)c1ccccc1. RXN SMILES: [C:1]([c:2]1[cH:3][cH:4][cH:5][cH:6][cH:7]1)(=[O:8])[c:9]1[c:10]([CH2:33][Br:34])[n:11][c:12]2[cH:13][c:14]([O:31][CH3:32])[c:15]([O:29][CH3:30])[cH:16][c:17]2[c:18]1-[c:19]1[cH:20][c:21]([O:27][CH3:28])[c:22]([O:25][CH3:26])[cH:23][cH:24]1.[CH2:35]([CH3:36])[NH:37][CH2:38][CH3:39].[Cl:40][CH2:41][Cl:42]>>[C:1]([c:2]1[cH:3][cH:4][cH:5][cH:6][cH:7]1)(=[O:8])[c:9]1[c:10]([CH2:33][N:37]([CH2:35][CH3:36])[CH2:38][CH3:39])[n:11][c:12]2[cH:13][c:14]([O:31][CH3:32])[c:15]([O:29][CH3:30])[cH:16][c:17]2[c:18]1-[c:19]1[cH:20][c:21]([O:27][CH3:28])[c:22]([O:25][CH3:26])[cH:23][cH:24]1.